Dataset: the Open Reaction Database (ORD), a public repository of structured organic reaction records. Task: describe an organic reaction: reactants, conditions, products, and yield The reactants are C(C1=CC=CC=C1)OC1=C2CCCC(C2=CC=C1)C(=O)N(C=1C=NC(=CC1)C(C)C)CC=1C(=NC(=CC1)OC)OC (5-benzyloxy-N-[(2,6-dimethoxypyridin-3-yl)methyl]-N-(6-isopropylpyridin-3-yl)-1,2,3,4-tetrahydronaphthalene-1-carboxamide), C1(=CC=CC=C1)SC (thioanisole), C(O)([O-])=O.[Na+] (sodium hydrogencarbonate). Solvent: FC(C(=O)O)(F)F (trifluoroacetic acid). Reaction conditions: time 1 day. The product is COC1=NC(=CC=C1CN(C(=O)C1CCCC2=C(C=CC=C12)O)C=1C=NC(=CC1)C(C)C)OC (N-[(2,6-dimethoxypyridin-3-yl)methyl]-5-hydroxy-N-(6-isopropylpyridin-3-yl)-1,2,3,4-tetrahydronaphthalene-1-carboxamide). Yield: 51.8%. RXN SMILES: C([O:8][C:9]1[CH:18]=[CH:17][CH:16]=[C:15]2[C:10]=1[CH2:11][CH2:12][CH2:13][CH:14]2[C:19]([N:21]([CH2:31][C:32]1[C:33]([O:40][CH3:41])=[N:34][C:35]([O:38][CH3:39])=[CH:36][CH:37]=1)[C:22]1[CH:23]=[N:24][C:25]([CH:28]([CH3:30])[CH3:29])=[CH:26][CH:27]=1)=[O:20])C1C=CC=CC=1.C1(SC)C=CC=CC=1.C(=O)([O-])O.[Na+]>FC(F)(F)C(O)=O>[CH3:41][O:40][C:33]1[C:32]([CH2:31][N:21]([C:22]2[CH:23]=[N:24][C:25]([CH:28]([CH3:30])[CH3:29])=[CH:26][CH:27]=2)[C:19]([CH:14]2[C:15]3[C:10](=[C:9]([OH:8])[CH:18]=[CH:17][CH:16]=3)[CH2:11][CH2:12][CH2:13]2)=[O:20])=[CH:37][CH:36]=[C:35]([O:38][CH3:39])[N:34]=1 |f:2.3|. Reported procedure: To a solution of 5-benzyloxy-N-[(2,6-dimethoxypyridin-3-yl)methyl]-N-(6-isopropylpyridin-3-yl)-1,2,3,4-tetrahydronaphthalene-1-carboxamide (0.83 g) in trifluoroacetic acid (2.4 mL) was added thioanisole (0.49 mL), and the mixture was stirred at room temperature for one day. The reaction mixture was poured into saturated aqueous sodium hydrogencarbonate and partitioned with ethyl acetate. The organic layer was washed with saturated brine and dried over anhydrous magnesium sulfate. The solvent was... Starting materials: Cc1ccc(-c2oncc2C(=O)O)cc1, c1ccc(N2CCNCC2)nc1. Yields the product Cc1ccc(-c2oncc2C(=O)N2CCN(c3ccccn3)CC2)cc1. RXN SMILES: [CH3:1][c:2]1[cH:3][cH:4][c:5](-[c:8]2[c:9]([C:13](=[O:14])[OH:15])[cH:10][n:11][o:12]2)[cH:6][cH:7]1.[n:16]1[c:17]([N:22]2[CH2:23][CH2:24][NH:25][CH2:26][CH2:27]2)[cH:18][cH:19][cH:20][cH:21]1>>[CH3:1][c:2]1[cH:3][cH:4][c:5](-[c:8]2[c:9]([C:13](=[O:15])[N:25]3[CH2:24][CH2:23][N:22]([c:17]4[n:16][cH:21][cH:20][cH:19][cH:18]4)[CH2:27][CH2:26]3)[cH:10][n:11][o:12]2)[cH:6][cH:7]1. The reactants are C(C1=CC=CC=C1)OC1=C(C(=O)NC2=C(C(=O)OC(C)(C)C)C=CC(=C2)C2=CC=CC=C2)C=CC(=C1)NC (tert-butyl 2-(2-(benzyloxy)-4-(methylamino)benzamido)-4-phenylbenzoate), O1CCOCC1 (dioxane). The reagents and catalysts are [C].[Pd] (palladium-carbon). Run in CO (methanol), C(C)(=O)OCC (ethyl acetate). Reaction conditions: time 2 hour. Yields the product OC1=C(C(=O)NC2=C(C(=O)OC(C)(C)C)C=CC(=C2)C2=CC=CC=C2)C=CC(=C1)NC (tert-butyl 2-(2-hydroxy-4-(methylamino)benzamido)-4-phenylbenzoate). Yield: 61.9%. RXN SMILES: C([O:8][C:9]1[CH:36]=[C:35]([NH:37][CH3:38])[CH:34]=[CH:33][C:10]=1[C:11]([NH:13][C:14]1[CH:26]=[C:25]([C:27]2[CH:32]=[CH:31][CH:30]=[CH:29][CH:28]=2)[CH:24]=[CH:23][C:15]=1[C:16]([O:18][C:19]([CH3:22])([CH3:21])[CH3:20])=[O:17])=[O:12])C1C=CC=CC=1.O1CCOCC1>CO.C(OCC)(=O)C.[C].[Pd]>[OH:8][C:9]1[CH:36]=[C:35]([NH:37][CH3:38])[CH:34]=[CH:33][C:10]=1[C:11]([NH:13][C:14]1[CH:26]=[C:25]([C:27]2[CH:28]=[CH:29][CH:30]=[CH:31][CH:32]=2)[CH:24]=[CH:23][C:15]=1[C:16]([O:18][C:19]([CH3:22])([CH3:21])[CH3:20])=[O:17])=[O:12] |f:4.5|. Reported procedure: To a solution mixture of tert-butyl 2-(2-(benzyloxy)-4-(methylamino)benzamido)-4-phenylbenzoate (0.053 g) in methanol (1.5 mL), ethyl acetate (3 mL), and dioxane (4.5 mL), 10% palladium-carbon (27 mg) was added, followed by stirring under a hydrogen atmosphere at room temperature for 2 hours. The insoluble substance was removed by filtration, and the solvent was evaporated under reduced pressure. Diisopropyl ether was added to the obtained residue, and then the solid substance was collected by f... Starting materials: CC(CC)O (2-butanol), CN(C=O)C (dimethylformamide), N#N (N2), C(C)(C)(C)C(=O)NC1=NC(=CC=C1)C1=C(C=C(C=C1)C)F (N-t-butylcarbonyl-6-(2-fluoro-4-methylphenyl)-pyridin-2-ylamine), CN(C=O)C (dimethylformamide), [H-].[Na+] (sodium hydride). The solvent is O (water). Conditions: temperature 80 celsius. Yields the product C(C)(C)(C)C(=O)NC1=NC(=CC=C1)C1=C(C=C(C=C1)C)OCC(C)C (N-t-Butylcarbonyl-6-(2-isobutoxy-4-methylphenyl)-pyridin-2-ylamine). Yield: 75.0%. As a reaction SMILES: N#N.C[CH:4]([OH:7])[CH2:5][CH3:6].[H-].[Na+].[C:10]([C:14]([NH:16][C:17]1[CH:22]=[CH:21][CH:20]=[C:19]([C:23]2[CH:28]=[CH:27][C:26]([CH3:29])=[CH:25][C:24]=2F)[N:18]=1)=[O:15])([CH3:13])([CH3:12])[CH3:11].[CH3:31]N(C)C=O>O>[C:10]([C:14]([NH:16][C:17]1[CH:22]=[CH:21][CH:20]=[C:19]([C:23]2[CH:28]=[CH:27][C:26]([CH3:29])=[CH:25][C:24]=2[O:7][CH2:4][CH:5]([CH3:31])[CH3:6])[N:18]=1)=[O:15])([CH3:13])([CH3:12])[CH3:11] |f:2.3|. Procedure: To a 125 mL three-necked round-bottomed flask equipped with septum, condenser and N2 inlet were added 2.4 mL (26.2 mmol) 2-butanol and 20 mL dry dimethylformamide. The solution was heated to 80° C., and 1.2 g (60% in oil, 30 mmol) sodium hydride was added. The reaction was heated at 80° C. with bubbling for 1 hour, then a solution of 2.5 g (8.7 mmol) N-t-butylcarbonyl-6-(2-fluoro-4-methylphenyl)-pyridin-2-ylamine in 20 mL dry dimethylformamide was added, and the reaction heated at 80° C. for 24 ... The reactants are NC=1C=C(C(=O)OC)C=CC1 (methyl 3-aminobenzoate), C([O-])([O-])=O.[K+].[K+] (potassium carbonate), C(C)(=O)C1=C(C(=C(OCC2=CC=CC(=N2)C(=O)O)C=C1)CCC)O (6-(4-acetyl-3-hydroxy-2-propyl-phenoxymethyl)-pyridine-2-carboxylic acid), C(C(=O)Cl)(=O)Cl (oxalyl chloride). The reagents and catalysts are CN(C=O)C (dimethylformamide). The solvent is CC(=O)C (acetone), ClCCl (dichloromethane), Cl (hydrochloric acid), ClCCl (dichloromethane). Conditions: time 1 hour. The product is COC(C1=CC(=CC=C1)NC(=O)C1=NC(=CC=C1)COC1=C(C(=C(C=C1)C(C)=O)O)CCC)=O (3-{[6-(4-acetyl-3-hydroxy-2-propyl-phenoxymethyl)-pyridine-2-carbonyl]-amino}-benzoic acid methyl ester). The yield is 76.1%. As a reaction SMILES: [C:1]([C:4]1[CH:20]=[CH:19][C:7]([O:8][CH2:9][C:10]2[N:15]=[C:14]([C:16]([OH:18])=O)[CH:13]=[CH:12][CH:11]=2)=[C:6]([CH2:21][CH2:22][CH3:23])[C:5]=1[OH:24])(=[O:3])[CH3:2].C(Cl)(=O)C(Cl)=O.[NH2:31][C:32]1[CH:33]=[C:34]([CH:39]=[CH:40][CH:41]=1)[C:35]([O:37][CH3:38])=[O:36].C(=O)([O-])[O-].[K+].[K+]>CN(C)C=O.ClCCl.CC(C)=O.Cl>[CH3:38][O:37][C:35](=[O:36])[C:34]1[CH:39]=[CH:40][CH:41]=[C:32]([NH:31][C:16]([C:14]2[CH:13]=[CH:12][CH:11]=[C:10]([CH2:9][O:8][C:7]3[CH:19]=[CH:20][C:4]([C:1](=[O:3])[CH3:2])=[C:5]([OH:24])[C:6]=3[CH2:21][CH2:22][CH3:23])[N:15]=2)=[O:18])[CH:33]=1 |f:3.4.5|. Procedure details: Add one drop of dimethylformamide to a solution of 6-(4-acetyl-3-hydroxy-2-propyl-phenoxymethyl)-pyridine-2-carboxylic acid (800 mg, 2.43 mmol) and oxalyl chloride (0.23 mL, 2.67 mmol) in dichloromethane (24 mL) (gas evolution), stir 1 hour. Add a solution of methyl 3-aminobenzoate (365 mg, 2.43 mmol) and potassium carbonate (671 mg, 4.86 mmol) in acetone (16 mL). Stir resultant mixture for 16 hours. Dilute with dichloromethane (100 mL) and 1N hydrochloric acid (100 mL). Extract aqueous phase wi... Reactants: COC1C2=C(OCC3=C1C=CC=C3)C=CC(=C2)C(=O)OC (Methyl 6,11-Dihydro-11-methoxydibenz[b,e]oxepin-2-carboxylate), [OH-].[Na+] (sodium hydroxide). The solvent is CO (methanol), O (water). The product is COC1C2=C(OCC3=C1C=CC=C3)C=CC(=C2)C(=O)O (6,11-dihydro-11-methoxydibenz[b,e]oxepin-2-carboxylic Acid). As a reaction SMILES: [CH3:1][O:2][CH:3]1[C:9]2[CH:10]=[CH:11][CH:12]=[CH:13][C:8]=2[CH2:7][O:6][C:5]2[CH:14]=[CH:15][C:16]([C:18]([O:20]C)=[O:19])=[CH:17][C:4]1=2.[OH-].[Na+]>CO.O>[CH3:1][O:2][CH:3]1[C:9]2[CH:10]=[CH:11][CH:12]=[CH:13][C:8]=2[CH2:7][O:6][C:5]2[CH:14]=[CH:15][C:16]([C:18]([OH:20])=[O:19])=[CH:17][C:4]1=2 |f:1.2|. Procedure: Dissolve 695 mg of the ester of Step A in 15 ml of methanol. Add 10 ml of 20% aqueous sodium hydroxide and reflux for 10 minutes. Dilute with 200 ml of water and extract with ether. Acidify the aqueous fraction with concentrated hydrochloric acid and extract into ether. Evaporate to dryness and crystallize from methanol to obtain the title product (m.p. 185° C. dec.). The reactants are [BH4-], CCO, COc1ccc(Oc2cccc(C=O)c2)cc1, [Na+]. Yields the product COc1ccc(Oc2cccc(CO)c2)cc1. As a reaction SMILES: [BH4-:1].[CH3:20][CH2:21][OH:22].[CH3:3][O:4][c:5]1[cH:6][cH:7][c:8]([O:9][c:10]2[cH:11][c:12]([CH:13]=[O:14])[cH:15][cH:16][cH:17]2)[cH:18][cH:19]1.[Na+:2]>>[CH3:3][O:4][c:5]1[cH:6][cH:7][c:8]([O:9][c:10]2[cH:11][c:12]([CH2:13][OH:14])[cH:15][cH:16][cH:17]2)[cH:18][cH:19]1.